From a dataset of the Open Reaction Database (ORD), a public repository of structured organic reaction records. describe an organic reaction: reactants, conditions, products, and yield Starting materials: [Mg].O=C(CCC1CCC(N1)=O)CC1=CC(=CC=C1)C(F)(F)F (5-[3-Oxo-4-(3-trifluoromethyl-phenyl)-butyl]-pyrrolidin-2-one Magnesium), C1CC(N2C(CCC12)=O)=O (tetrahydro-pyrrolizine-3,5-dione), FC(C=1C=C(CCl)C=CC1)(F)F (3-trifluoromethylbenzyl chloride). Solvent: C(Cl)Cl (CH2Cl2), CCOCC (Et2O), CCOCC (Et2O). Conditions: temperature 0 celsius, time 60 hour. Yields the product O=C(CCC1CCC(N1)=O)CC1=CC(=CC=C1)C(F)(F)F (5-[3-oxo-4-(3-trifluoromethyl-phenyl)-butyl]-pyrrolidin-2-one). RXN SMILES: [Mg].[O:2]=[C:3]([CH2:12][C:13]1[CH:18]=[CH:17][CH:16]=[C:15]([C:19]([F:22])([F:21])[F:20])[CH:14]=1)[CH2:4][CH2:5][CH:6]1[NH:10][C:9](=[O:11])[CH2:8][CH2:7]1.FC(F)(F)C1C=C(C=CC=1)CCl.C1C2N(C(=O)CC2)C(=O)C1>CCOCC.C(Cl)Cl>[O:2]=[C:3]([CH2:12][C:13]1[CH:18]=[CH:17][CH:16]=[C:15]([C:19]([F:22])([F:20])[F:21])[CH:14]=1)[CH2:4][CH2:5][CH:6]1[NH:10][C:9](=[O:11])[CH2:8][CH2:7]1 |f:0.1|. Procedure: 5-[3-Oxo-4-(3-trifluoromethyl-phenyl)-butyl]-pyrrolidin-2-one Magnesium coils (1.13 g) were stirred under vacuum in a round bottom flask for 60 h. Anhydrous Et2O (5 mL) was added and the reaction mixture was cooled to 0° C. A solution of 3-trifluoromethylbenzyl chloride (1.0 mL, 7.5 mmol) in Et2O (25 mL) was added dropwise over 3 h. The reaction mixture was stirred for an additional 2.5 h. The solution was slowly added via a syringe and filtered through a Nylon Acrodisc™ syringe filter into a so... Reactants: ClC1=C(C(=CC(=C1)C(F)(F)F)Cl)S(=O)(=O)Cl (2,6-dichloro-4-(trifluoromethyl)benzenesulfonyl chloride), NC=1C=C(C=CC1)C1=NN=NN1 (5-(3-aminophenyl)tetrazole). Yields the product ClC1=C(C(=CC(=C1)C(F)(F)F)Cl)S(=O)(=O)NC1=CC(=CC=C1)C1=NN=NN1 (2,6-Dichloro-N-[3-(1H-tetrazol-5-yl)phenyl]-4-(trifluoromethyl)benzenesulfonamide). Isolated yield 54.8%. RXN SMILES: [Cl:1][C:2]1[CH:7]=[C:6]([C:8]([F:11])([F:10])[F:9])[CH:5]=[C:4]([Cl:12])[C:3]=1[S:13](Cl)(=[O:15])=[O:14].[NH2:17][C:18]1[CH:19]=[C:20]([C:24]2[NH:28][N:27]=[N:26][N:25]=2)[CH:21]=[CH:22][CH:23]=1>>[Cl:1][C:2]1[CH:7]=[C:6]([C:8]([F:11])([F:10])[F:9])[CH:5]=[C:4]([Cl:12])[C:3]=1[S:13]([NH:17][C:18]1[CH:23]=[CH:22][CH:21]=[C:20]([C:24]2[NH:28][N:27]=[N:26][N:25]=2)[CH:19]=1)(=[O:15])=[O:14]. Procedure: The product was prepared according to General Procedure 1, described in Example 1, starting from 2,6-dichloro-4-(trifluoromethyl)benzenesulfonyl chloride (17 mg, 0.055 mmol) and 5-(3-aminophenyl)tetrazole (8 mg, 0.05 mmol) giving 12 mg (54%) of the title compound. MS (ESI+) calcd for C14H8Cl2F3N5O2S 436.972785, found 436.973025. Starting materials: CC1(OCCO1)C1=CC=C(O1)CN1N=CC(=C1)N (1-[5-(2-methyl-[1,3]dioxolan-2-yl)-furan-2-ylmethyl]-1H-pyrazol-4-ylamine), ClC1=CC=C(C=C1)/C=C/C(=O)O ((E)-3-(4-chloro-phenyl)-acrylic acid), 05b. The product is C(C)(=O)C1=CC=C(O1)CN1N=CC(=C1)NC(\C=C\C1=CC=C(C=C1)Cl)=O ((E)-N-[1-(5-Acetyl-furan-2-ylmethyl)-1H-pyrazol-4-yl]-3-(4-chloro-phenyl)-acrylamide). Reaction SMILES: [CH3:1][C:2]1([C:7]2[O:11][C:10]([CH2:12][N:13]3[CH:17]=[C:16]([NH2:18])[CH:15]=[N:14]3)=[CH:9][CH:8]=2)[O:6]CCO1.[Cl:19][C:20]1[CH:25]=[CH:24][C:23](/[CH:26]=[CH:27]/[C:28](O)=[O:29])=[CH:22][CH:21]=1>>[C:2]([C:7]1[O:11][C:10]([CH2:12][N:13]2[CH:17]=[C:16]([NH:18][C:28](=[O:29])/[CH:27]=[CH:26]/[C:23]3[CH:24]=[CH:25][C:20]([Cl:19])=[CH:21][CH:22]=3)[CH:15]=[N:14]2)=[CH:9][CH:8]=1)(=[O:6])[CH3:1]. Procedure: Following general procedure B followed by T, starting from 1-[5-(2-methyl-[1,3]dioxolan-2-yl)-furan-2-ylmethyl]-1H-pyrazol-4-ylamine and (E)-3-(4-chloro-phenyl)-acrylic acid. LC-MS-conditions 05b: tR=1.0 min; [M+H]+=371.85. Reactants: CC(C)(C)OC(=O)N1CCCc2cc(C#CCCCO)ccc21, CCO. Product: CC(C)(C)OC(=O)N1CCCc2cc(CCCCCO)ccc21. RXN SMILES: [C:1]([CH3:2])([CH3:3])([CH3:4])[O:5][C:6](=[O:7])[N:8]1[CH2:9][CH2:10][CH2:11][c:12]2[cH:13][c:14]([C:18]#[C:19][CH2:20][CH2:21][CH2:22][OH:23])[cH:15][cH:16][c:17]21.[CH3:24][CH2:25][OH:26]>>[C:1]([CH3:2])([CH3:3])([CH3:4])[O:5][C:6](=[O:7])[N:8]1[CH2:9][CH2:10][CH2:11][c:12]2[cH:13][c:14]([CH2:18][CH2:19][CH2:20][CH2:21][CH2:22][OH:23])[cH:15][cH:16][c:17]21. Reactants: ClC1=C(C=CC(=C1)Cl)N1C(N(C2=NC(=NC=C2C1)S(=O)(=O)C)C1=CC=CC=C1)=O (3-(2,4-dichlorophenyl)-3,4-dihydro-7-methanesulfonyl-1-phenylpyrimido[4,5-d]pyrimidin-2(1H)-one), C(C)N(CCOC1=CC=C(N)C=C1)CC (4-[2-(diethylamino)ethoxy]aniline). Reaction conditions: temperature 180 celsius. Yields the product ClC1=C(C=CC(=C1)Cl)N1C(N(C2=NC(=NC=C2C1)NC1=CC=C(C=C1)OCCN(CC)CC)C1=CC=CC=C1)=O (3-(2,4-dichlorophenyl)-7-[4-[2-(diethylamino)ethoxy]anilino]-3,4-dihydro-1-phenylpyrimido[4,5-d]pyrimidin-2(1H)-one). Yield: 8.0%. Reaction SMILES: [Cl:1][C:2]1[CH:7]=[C:6]([Cl:8])[CH:5]=[CH:4][C:3]=1[N:9]1[CH2:18][C:17]2[C:12](=[N:13][C:14](S(C)(=O)=O)=[N:15][CH:16]=2)[N:11]([C:23]2[CH:28]=[CH:27][CH:26]=[CH:25][CH:24]=2)[C:10]1=[O:29].[CH2:30]([N:32]([CH2:43][CH3:44])[CH2:33][CH2:34][O:35][C:36]1[CH:42]=[CH:41][C:39]([NH2:40])=[CH:38][CH:37]=1)[CH3:31]>>[Cl:1][C:2]1[CH:7]=[C:6]([Cl:8])[CH:5]=[CH:4][C:3]=1[N:9]1[CH2:18][C:17]2[C:12](=[N:13][C:14]([NH:40][C:39]3[CH:38]=[CH:37][C:36]([O:35][CH2:34][CH2:33][N:32]([CH2:43][CH3:44])[CH2:30][CH3:31])=[CH:42][CH:41]=3)=[N:15][CH:16]=2)[N:11]([C:23]2[CH:28]=[CH:27][CH:26]=[CH:25][CH:24]=2)[C:10]1=[O:29]. Reported procedure: A mixture of 300 mg (0.65 mmol) of 3-(2,4-dichlorophenyl)-3,4-dihydro-7-methanesulfonyl-1-phenylpyrimido[4,5-d]pyrimidin-2(1H)-one and 400 mg (1.9 mmol) of 4-[2-(diethylamino)ethoxy]aniline was heated at 180° C. for 30 minutes. The mixture was cooled and the product purified by column chromatography on silica gel using dichloromethane/methanol/acetic acid/water (240:24:3:2) for the elution. Product-containing fractions were combined, evaporated and the residue evaporated with toluene. The residu... The reactants are CCOc1ccc2oc3cc(C(=O)OC)ccc3c(=O)c2c1, CCO, Cl, [Na+], [OH-], O. The product is CCOc1ccc2oc3cc(C(=O)O)ccc3c(=O)c2c1. As a reaction SMILES: [CH2:1]([CH3:2])[O:3][c:4]1[cH:5][cH:6][c:7]2[o:8][c:9]3[cH:10][c:11]([C:19](=[O:20])[O:21][CH3:22])[cH:12][cH:13][c:14]3[c:15](=[O:18])[c:16]2[cH:17]1.[CH3:27][CH2:28][OH:29].[ClH:25].[Na+:24].[OH-:23].[OH2:26]>>[CH2:1]([CH3:2])[O:3][c:4]1[cH:5][cH:6][c:7]2[o:8][c:9]3[cH:10][c:11]([C:19](=[O:20])[OH:21])[cH:12][cH:13][c:14]3[c:15](=[O:18])[c:16]2[cH:17]1. Reactants: Cc1cc(C(F)(F)F)ccc1NC(=O)OC(C)(C)C, O=C(O)C(F)(F)F. Yields the product Cc1cc(C(F)(F)F)ccc1N. RXN SMILES: [CH3:1][c:2]1[c:3]([NH:12][C:13](=[O:14])[O:15][C:16]([CH3:17])([CH3:18])[CH3:19])[cH:4][cH:5][c:6]([C:8]([F:9])([F:10])[F:11])[cH:7]1.[OH:20][C:21]([C:22]([F:23])([F:24])[F:25])=[O:26]>>[CH3:1][c:2]1[c:3]([NH2:12])[cH:4][cH:5][c:6]([C:8]([F:9])([F:10])[F:11])[cH:7]1. The reactants are COC=1C=C2C(N(C=NC2=CC1OCCN(C(=O)C(C)(C)C)C)COC(C(C)(C)C)=O)=O (6-methoxy-7-(2-(N-methyl-N-(t-butylcarbonyl)amino)ethoxy)-3-((pivaloyloxy)methyl)-3,4-dihydroquinazolin-4-one), C1(=CC=CC=C1)C (Toluene). Run in C(Cl)Cl (methylene chloride), C(=O)(C(F)(F)F)O (TFA). The product is COC=1C=C2C(N(C=NC2=CC1OCCNC)COC(C(C)(C)C)=O)=O (6-methoxy-7-(2-(methylamino)ethoxy)-3-((pivaloyloxy)methyl)-3,4-dihydroquinazolin-4-one). Isolated yield 73.4%. RXN SMILES: [CH3:1][O:2][C:3]1[CH:4]=[C:5]2[C:10](=[CH:11][C:12]=1[O:13][CH2:14][CH2:15][N:16](C)[C:17](C(C)(C)C)=O)[N:9]=[CH:8][N:7]([CH2:24][O:25][C:26](=[O:31])[C:27]([CH3:30])([CH3:29])[CH3:28])[C:6]2=[O:32].C1(C)C=CC=CC=1>C(Cl)Cl.C(O)(C(F)(F)F)=O>[CH3:1][O:2][C:3]1[CH:4]=[C:5]2[C:10](=[CH:11][C:12]=1[O:13][CH2:14][CH2:15][NH:16][CH3:17])[N:9]=[CH:8][N:7]([CH2:24][O:25][C:26](=[O:31])[C:27]([CH3:28])([CH3:30])[CH3:29])[C:6]2=[O:32]. Procedure: A solution of 6-methoxy-7-(2-(N-methyl-N-(t-butylcarbonyl)amino)ethoxy)-3-((pivaloyloxy)methyl)-3,4-dihydroquinazolin-4-one (1.39 g, 3 mmol) in methylene chloride (4 ml) and TFA (4 ml) was stirred at ambient temperature for 1 hour. Toluene was added, and the volatiles were removed by evaporation. The residue was triturated with ether and the resulting solid was collected by filtration. The solid was dissolved in water, sodium hydrogen carbonate was added and the aqueous mixture was extracted wit... Reactants: Br.NC1C(CCCC1)=O (2-aminocyclohexanone hydrobromide), C1(=CC=CC=C1)N=C=O (phenyl isocyanate), N1=CC=CC=C1 (pyridine). Run in O (Water). Reaction conditions: temperature 125 celsius, time 4 hour. The product is C1(=CC=CC=C1)N1C(NC2=C1CCCC2)=O (1-phenyl-4,5,6,7-tetrahydro-2H-benzimidazol-2-one). Yield: 33.0%. As a reaction SMILES: Br.[NH2:2][CH:3]1[CH2:8][CH2:7][CH2:6][CH2:5][C:4]1=O.[C:10]1([N:16]=[C:17]=[O:18])[CH:15]=[CH:14][CH:13]=[CH:12][CH:11]=1.N1C=CC=CC=1>O>[C:3]1([N:2]2[C:11]3[CH2:12][CH2:13][CH2:14][CH2:15][C:10]=3[NH:16][C:17]2=[O:18])[CH:8]=[CH:7][CH:6]=[CH:5][CH:4]=1 |f:0.1|. Procedure: A mixture of 1.94 g (0.01 mol) of 2-aminocyclohexanone hydrobromide, 1.19 g (0.01 mol) of phenyl isocyanate and 4 ml of pyridine is stirred at 125° C. for 4 hours. Water is added, the mixture is stirred until crystallization is obtained, drained, washed with water and dried. The compound is purified by flash chromatography on silica, eluting with a 95:5 CH2Cl2/CH3OH mixture. 0.7 g of product is recovered. Yield=33% (m.p.=224° C.).